This data is from the Open Reaction Database (ORD), a public repository of structured organic reaction records. The task is: describe an organic reaction: reactants, conditions, products, and yield Reported procedure: The compound prepared in Example 301 (1.30 g) was suspended in ethyl acetate (4.0 mL) and platinum (IV) oxide (81.9 mg, 0.361 mmol) added. The reaction mixture was stirred at room temperature under a balloon of hydrogen for 18 hours and then concentrated under reduced pressure to afford the crude material, which was purified by flash column chromatography (eluant: 10% ethyl acetate/hexane) to furnish the title compound (1.00 g) with the following physical properties. Reagents/catalysts: [Pt](=O)=O (platinum (IV) oxide). The reactants are [N+](=O)([O-])C1=C(C=CC=C1)C(\C=C/C1CCN(CC1)C(=O)OC(C)(C)C)=O ((Z)-tert-Butyl 4-(3-(2-nitrophenyl)-3-oxoprop-1-enyl)piperidine-1-carboxylate), [H][H] (hydrogen). RXN SMILES: [N+:1]([C:4]1[CH:9]=[CH:8][CH:7]=[CH:6][C:5]=1[C:10](=[O:26])/[CH:11]=[CH:12]\[CH:13]1[CH2:18][CH2:17][N:16]([C:19]([O:21][C:22]([CH3:25])([CH3:24])[CH3:23])=[O:20])[CH2:15][CH2:14]1)([O-])=O.[H][H]>C(OCC)(=O)C.[Pt](=O)=O>[NH2:1][C:4]1[CH:9]=[CH:8][CH:7]=[CH:6][C:5]=1[C:10](=[O:26])[CH2:11][CH2:12][CH:13]1[CH2:14][CH2:15][N:16]([C:19]([O:21][C:22]([CH3:24])([CH3:23])[CH3:25])=[O:20])[CH2:17][CH2:18]1. Product: NC1=C(C=CC=C1)C(CCC1CCN(CC1)C(=O)OC(C)(C)C)=O (tert-Butyl 4-(3-(2-aminophenyl)-3-oxopropyl)piperidine-1-carboxylate). Solvent: C(C)(=O)OCC (ethyl acetate). Yield: 83.4%. The reactants are NC=1C=C(C(=NC1)F)CC (5-amino-3-ethyl-2-fluoropyridine), C(C)(C)(C)ON=O (t-Butylnitrite), C(OC)COC (dimethoxyethane), B(F)(F)F.CCOCC (borontrifluoride etherate). Solvent: CCCCC (Pentane), C(Cl)Cl (CH2Cl2). Run at temperature 0 celsius, time 30 minute. The product is C(C)(=O)OC=1C=C(C(=NC1)F)CC (5-Acetoxy-3-ethyl-2-fluoropyridine). Isolated yield 74.0%. Reaction SMILES: N[C:2]1[CH:3]=[C:4]([CH2:9][CH3:10])[C:5]([F:8])=[N:6][CH:7]=1.[CH2:11]([CH2:14][O:15]C)OC.B(F)(F)F.CC[O:23]CC.C(ON=O)(C)(C)C>CCCCC.C(Cl)Cl>[C:14]([O:15][C:2]1[CH:3]=[C:4]([CH2:9][CH3:10])[C:5]([F:8])=[N:6][CH:7]=1)(=[O:23])[CH3:11] |f:2.3|. Procedure details: To a stirred solution of the 5-amino-3-ethyl-2-fluoropyridine from Step 126d above (2.30 g, 16.4 mmol) in 3:1 dimethoxyethane:CH2Cl2 (50 mL) at -10° C. was slowly added borontrifluoride etherate (Aldrich, 4.23 mL, 34.5 mmol). t-Butylnitrite (Aldrich, 2.34 mL, 19.7 mmol) was added over the course of 15 min., keeping the reaction temperature below -5° C. The reaction mixture was warmed to 0° C. and stirred for 30 minutes. Pentane (500 mL) was added and the solid tetrafluoroborate diazonium salt wa... The reactants are O (water), C([O-])([O-])=O.[Na+].[Na+] (sodium carbonate), C(CC)(O)O.N1=CC(=CC=C1)B(O)O (pyridine-3-boronic acid propane diol). Reagents/catalysts: C=1C=CC(=CC1)[P](C=2C=CC=CC2)(C=3C=CC=CC3)[Pd]([P](C=4C=CC=CC4)(C=5C=CC=CC5)C=6C=CC=CC6)([P](C=7C=CC=CC7)(C=8C=CC=CC8)C=9C=CC=CC9)[P](C=1C=CC=CC1)(C=1C=CC=CC1)C=1C=CC=CC1 (Tetrakis(triphenylphosphine)palladium(0)). Run in C1(=CC=CC=C1)C (toluene), C(C)O (ethanol). Run at time 2 hour. Yields the product ethyl acetate hexanes, N1=CC(=CC=C1)C=1C=C(C=O)C=CC1OC (3-(3-pyridyl)-4-methoxybenzaldehyde). The yield is 87.0%. Reaction SMILES: [C:1](=[O:4])([O-])[O-].[Na+].[Na+].[CH:7]([OH:11])(O)[CH2:8][CH3:9].[N:12]1[CH:17]=[CH:16][CH:15]=[C:14](B(O)O)[CH:13]=1.O>C1(C)C=CC=CC=1.C(O)C.C1C=CC([P]([Pd]([P](C2C=CC=CC=2)(C2C=CC=CC=2)C2C=CC=CC=2)([P](C2C=CC=CC=2)(C2C=CC=CC=2)C2C=CC=CC=2)[P](C2C=CC=CC=2)(C2C=CC=CC=2)C2C=CC=CC=2)(C2C=CC=CC=2)C2C=CC=CC=2)=CC=1>[N:12]1[CH:17]=[CH:16][CH:15]=[C:14]([C:14]2[CH:13]=[C:8]([CH:9]=[CH:16][C:15]=2[O:4][CH3:1])[CH:7]=[O:11])[CH:13]=1 |f:0.1.2,3.4,^1:35,37,56,75|. Procedure details: Tetrakis(triphenylphosphine)palladium(0) (0.2 g) was added to a solution of 3-bromo-4-methoxybenzldehyde (1.25 g) in toluene (10 ml) and ethanol (10 ml), followed by addition of 2M aqueous sodium carbonate (11 ml). To this mixture was added pyridine-3-boronic acid propane diol (1 g), and the mixture was heated to reflux. After 2 hours, the reaction was added to water (75 ml) and extracted with ethyl acetate (2×75 ml). The combined organic layers were washed with saturated aqueous sodium bicarbon... Reactants: S1C=NC2=C1C=CC(=C2)O (benzo[d]thiazol-5-ol), BrCCCBr (1,3-dibromopropane), C(=O)([O-])[O-].[K+].[K+] (K2CO3). Run in CCO (EtOH). Conditions: time 8 hour. Product: BrCCCOC=1C=CC2=C(N=CS2)C1 (5-(3-bromopropoxy)benzo[d]thiazole). The yield is 30.2%. RXN SMILES: [S:1]1[C:5]2[CH:6]=[CH:7][C:8]([OH:10])=[CH:9][C:4]=2[N:3]=[CH:2]1.[Br:11][CH2:12][CH2:13][CH2:14]Br.C([O-])([O-])=O.[K+].[K+]>CCO>[Br:11][CH2:12][CH2:13][CH2:14][O:10][C:8]1[CH:7]=[CH:6][C:5]2[S:1][CH:2]=[N:3][C:4]=2[CH:9]=1 |f:2.3.4|. Reported procedure: A mixture of intermediate 25 (1 g, 6.6 mmol), 1,3-dibromopropane (1.83 mL, 18 mmol), anhydrous K2CO3 (828 mg, 6.0 mmol) and EtOH (20 mL) was heated to reflux and stirred overnight. The yellow solid was filtered and purified by column chromatography (elution with PE/EtOAc=3:1) to afford 5-(3-bromopropoxy)benzo[d]thiazole (intermediate 27) (543 mg, 33%) as a yellow oil. The reactants are C(C)(C)C1=C(C(=CC(=C1)C(C)C)C(C)C)S(=O)(=O)Cl (2,4,6-triisopropylbenzenesulfonyl chloride), CC(=O)C (acetone), [N-]=[N+]=[N-].[Na+] (sodium azide). Solvent: O (water), C(C)O (ethanol). Run at temperature 27 celsius, time 2 hour. Yields the product C(C)(C)C1=C(C(=CC(=C1)C(C)C)C(C)C)S(=O)(=O)N=[N+]=[N-] (2,4,6-Triisopropylbenzenesulfonyl azide). RXN SMILES: [CH:1]([C:4]1[CH:9]=[C:8]([CH:10]([CH3:12])[CH3:11])[CH:7]=[C:6]([CH:13]([CH3:15])[CH3:14])[C:5]=1[S:16](Cl)(=[O:18])=[O:17])([CH3:3])[CH3:2].CC(C)=O.[N-:24]=[N+:25]=[N-:26].[Na+]>O.C(O)C>[CH:1]([C:4]1[CH:9]=[C:8]([CH:10]([CH3:12])[CH3:11])[CH:7]=[C:6]([CH:13]([CH3:15])[CH3:14])[C:5]=1[S:16]([N:24]=[N+:25]=[N-:26])(=[O:18])=[O:17])([CH3:3])[CH3:2] |f:2.3|. Reported procedure: To a stirred solution of 2,4,6-triisopropylbenzenesulfonyl chloride (5.0 g, 16.5 mmol, Aldrich, 97%) in reagent grade acetone (20 mL), initially at 17° C., is added a solution of sodium azide (1.18 g, 18.2 mmol) in water (5 mL) and ethanol (5 mL). The mixture is warmed to 27° C. during the addition. After 2 hours, the reaction is partitioned between dichloromethane and brine. The aqueous solution is extracted with dichloromethane (3×). The combined organic extracts are dried (magnesium sulfate) ... The reactants are CC(=O)OCC1=C(N2[C@@H]([C@@H](C2=O)NC(=O)CCC[C@H](C(=O)O)N)SC1)C(=O)O (cephalosporin C), D-amino acid, O=O (oxygen). Product: CC(=O)OCC1=C(N2[C@@H]([C@@H](C2=O)N)SC1)C(=O)O (7-amino cephalosporanic acid). As a reaction SMILES: [CH3:1][C:2]([O:4][CH2:5][C:6]1[CH2:25][S:24][C@@H:9]2[C@H:10]([NH:13]C(CCC[C@@H](N)C(O)=O)=O)[C:11](=[O:12])[N:8]2[C:7]=1[C:26]([OH:28])=[O:27])=[O:3].O=O>>[CH3:1][C:2]([O:4][CH2:5][C:6]1[CH2:25][S:24][C@@H:9]2[C@H:10]([NH2:13])[C:11](=[O:12])[N:8]2[C:7]=1[C:26]([OH:28])=[O:27])=[O:3]. Procedure details: combining in a reaction vessel cephalosporin C, catalase, D-amino acid oxidase obtained from T. variabilis strain ATCC 20931, externally supplied oxygen, and deacylase obtained from Acinetobacter sp. strain ATCC 53891 under conditions sufficient to produce 7-amino cephalosporanic acid; and The reactants are ClC1=CC=C(C=C1)C(=CC=O)C1=CC=C(C=C1)Cl (3,3-bis(4-chlorophenyl)-2-propenal), C(=O)(OCC)C=P(C1=CC=CC=C1)(C1=CC=CC=C1)C1=CC=CC=C1 ((carbethoxymethylene)triphenylphosphorane), esters. Solvent: C(C)O (ethanol). The product is C(C)OC(\C=C\C=C(C1=CC=C(C=C1)Cl)C1=CC=C(C=C1)Cl)=O ((E)-5,5-bis(4-chlorophenyl)-2,4-pentadienoic acid ethyl ester). RXN SMILES: [Cl:1][C:2]1[CH:7]=[CH:6][C:5]([C:8]([C:12]2[CH:17]=[CH:16][C:15]([Cl:18])=[CH:14][CH:13]=2)=[CH:9][CH:10]=O)=[CH:4][CH:3]=1.[C:19]([CH:24]=P(C1C=CC=CC=1)(C1C=CC=CC=1)C1C=CC=CC=1)([O:21][CH2:22][CH3:23])=[O:20]>C(O)C>[CH2:22]([O:21][C:19](=[O:20])/[CH:24]=[CH:10]/[CH:9]=[C:8]([C:12]1[CH:17]=[CH:16][C:15]([Cl:18])=[CH:14][CH:13]=1)[C:5]1[CH:6]=[CH:7][C:2]([Cl:1])=[CH:3][CH:4]=1)[CH3:23]. Procedure details: As in Example 99, 3,3-bis(4-chlorophenyl)-2-propenal (11.08) Was reacted with (carbethoxymethylene)triphenylphosphorane (14.3 g) in ethanol (30 ml) for 30 minutes at ambient temperature. The mixture of esters obtained from the usual work up was purified by crystallization from ether-hexane to give 8.1 g of (E)-5,5-bis(4-chlorophenyl)-2,4-pentadienoic acid ethyl ester, mp 98°-100° C. A portion of the (E)-isomer was crystallized from hexane to yield the pure ester (E)-5,5-bis(4-chlorophenyl)-2,4-p... Reactants: SC1=NC=C(C(=N1)C1=CC=C(C=C1)F)C1=CC=C(C=C1)F (2-Mercapto-4,5-bis(4-fluorophenyl)pyrimidine), FC(F)(F)I (Trifluoromethyl iodide), liquid, N (ammonia). Solvent: O1CCCC1 (tetrahydrofuran). Yields the product FC(SC1=NC=C(C(=N1)C1=CC=C(C=C1)F)C1=CC=C(C=C1)F)(F)F (2-Trifluoromethylthio-4,5-bis(4-fluorophenyl)-pyrimidine). As a reaction SMILES: [SH:1][C:2]1[N:7]=[C:6]([C:8]2[CH:13]=[CH:12][C:11]([F:14])=[CH:10][CH:9]=2)[C:5]([C:15]2[CH:20]=[CH:19][C:18]([F:21])=[CH:17][CH:16]=2)=[CH:4][N:3]=1.N.[F:23][C:24](I)([F:26])[F:25]>O1CCCC1>[F:23][C:24]([F:26])([F:25])[S:1][C:2]1[N:7]=[C:6]([C:8]2[CH:13]=[CH:12][C:11]([F:14])=[CH:10][CH:9]=2)[C:5]([C:15]2[CH:20]=[CH:19][C:18]([F:21])=[CH:17][CH:16]=2)=[CH:4][N:3]=1. Reported procedure: 2-Mercapto-4,5-bis(4-fluorophenyl)pyrimidine (5.04 g) was placed in a flask into which was condensed ~125 ml liquid ammonia. The resultant slurry was diluted with 30 ml tetrahydrofuran and cooled to -78°. Trifluoromethyl iodide (1.9 ml) was introduced as a gas and the cold bath was then removed. The reaction mixture was irradiated with a General Electric 275 W sun lamp for 2 hours. The ammonia was allowed to evaporate and the tetrahydrofuran removed in vacuo. The residue was dissolved in methyle... Starting materials: ClC=1C=NC=C(C1C1=NOC(=C1C(=O)O)C)Cl (3-(3,5-dichloro-pyridin-4-yl)-5-methyl-isoxazole-4-carboxylic acid), C(C1=CC=CC=C1)OC(NCC1CC(CCC1)N)=O ((3-amino-cyclohexylmethyl)-carbamic acid benzyl ester), Cl.CN(CCCN=C=NCC)C (1-[3-(dimethylamino)propyl]-3-ethylcarbodiimide hydrochloride), ON1N=NC2=C1N=CC=C2 (1-hydroxy-7-azabenzo-triazole), C(C)(C)N(C(C)C)CC (N,N-diisopropylethyl amine). Run in CN(C=O)C (N,N-dimethylformamide). The product is C(C1=CC=CC=C1)OC(NCC1CC(CCC1)NC(=O)C=1C(=NOC1C)C1=C(C=NC=C1Cl)Cl)=O ((3-{[3-(3,5-Dichloro-pyridin-4-yl)-5-methyl-isoxazole-4-carbonyl]-amino}cyclohexylmethyl)-carbamic acid benzyl ester). Isolated yield 82.5%. Reaction SMILES: [Cl:1][C:2]1[CH:3]=[N:4][CH:5]=[C:6]([Cl:17])[C:7]=1[C:8]1[C:12]([C:13]([OH:15])=O)=[C:11]([CH3:16])[O:10][N:9]=1.[CH2:18]([O:25][C:26](=[O:36])[NH:27][CH2:28][CH:29]1[CH2:34][CH2:33][CH2:32][CH:31]([NH2:35])[CH2:30]1)[C:19]1[CH:24]=[CH:23][CH:22]=[CH:21][CH:20]=1.Cl.CN(C)CCCN=C=NCC.ON1C2N=CC=CC=2N=N1.C(N(CC)C(C)C)(C)C>CN(C)C=O>[CH2:18]([O:25][C:26](=[O:36])[NH:27][CH2:28][CH:29]1[CH2:34][CH2:33][CH2:32][CH:31]([NH:35][C:13]([C:12]2[C:8]([C:7]3[C:6]([Cl:17])=[CH:5][N:4]=[CH:3][C:2]=3[Cl:1])=[N:9][O:10][C:11]=2[CH3:16])=[O:15])[CH2:30]1)[C:19]1[CH:20]=[CH:21][CH:22]=[CH:23][CH:24]=1 |f:2.3|. Reported procedure: Combine 3-(3,5-dichloro-pyridin-4-yl)-5-methyl-isoxazole-4-carboxylic acid (0.41 g, 0.0015 mol) with (3-amino-cyclohexylmethyl)-carbamic acid benzyl ester (0.45 g, 0.0015 mol), 1-[3-(dimethylamino)propyl]-3-ethylcarbodiimide hydrochloride (0.29, 0.0015 mol), 1-hydroxy-7-azabenzo-triazole (0.20 g, 0.0015 mol), and N,N-diisopropylethyl amine (0.78 mL, 0.0045 mol), in N,N-dimethylformamide (10 mL) and stir over a weekend at ambient temperature. Concentrate the mixture in vacuo and take up in water ... Reactants: ice water, ClC1=CC=C(C=C1)S (4-chlorothiophenol), CC(C#N)(C)C1=CC(=C(C=C1)Br)[N+](=O)[O-] (2-methyl-2-(3-nitro-4-bromophenyl)propionitrile), C([O-])([O-])=O.[Na+].[Na+] (sodium carbonate). Solvent: C(C)O (ethanol). The product is CC(C#N)(C)C1=CC(=C(C=C1)SC1=CC=C(C=C1)Cl)[N+](=O)[O-] (2-Methyl-2[4-(4-chlorophenylthio)-3-nitrophenyl]propionitrile). Isolated yield 87.2%. RXN SMILES: [Cl:1][C:2]1[CH:7]=[CH:6][C:5]([SH:8])=[CH:4][CH:3]=1.[CH3:9][C:10]([C:14]1[CH:19]=[CH:18][C:17](Br)=[C:16]([N+:21]([O-:23])=[O:22])[CH:15]=1)([CH3:13])[C:11]#[N:12].C(=O)([O-])[O-].[Na+].[Na+]>C(O)C>[CH3:13][C:10]([C:14]1[CH:19]=[CH:18][C:17]([S:8][C:5]2[CH:6]=[CH:7][C:2]([Cl:1])=[CH:3][CH:4]=2)=[C:16]([N+:21]([O-:23])=[O:22])[CH:15]=1)([CH3:9])[C:11]#[N:12] |f:2.3.4|. Procedure: A mixture of 4-chlorothiophenol (6.5 g, 0.045 m), 2-methyl-2-(3-nitro-4-bromophenyl)propionitrile (11.0 g, 0.041 m), sodium carbonate (8.67 g, 0.082 m) and absolute ethanol (150 ml) as stirred and heated at reflux for 4 hours. The mixture was cooled and poured into ice-water and the resultant yellow solid was filtered off. This solid was then slurried in a mixture of water and SVM (1:1, 150 ml) and refiltered and washed with water/SVM (1:1, 150 ml). The solid was crystallised from ethanol to giv...